From a dataset of the Open Reaction Database (ORD), a public repository of structured organic reaction records. describe an organic reaction: reactants, conditions, products, and yield The reactants are N-BuLi, N(C(C)C)C(C)C (i-Pr2NH), C(=O)=O (dry ice), BrC1=NC=C(C=C1)OC (2-bromo-5-methoxypyridine), [Li+].CC(C)[N-]C(C)C (LDA), [OH-].[Na+] (NaOH). Solvent: C1CCOC1 (THF), C1CCOC1 (THF). Conditions: temperature 0 celsius, time 1 hour. The product is BrC=1C=C(C(=O)O)C(=CN1)OC (2-bromo-5-methoxyisonicotinic acid). The yield is 83.0%. As a reaction SMILES: N(C(C)C)C(C)C.[Br:8][C:9]1[CH:14]=[CH:13][C:12]([O:15][CH3:16])=[CH:11][N:10]=1.[Li+].CC([N-]C(C)C)C.[C:25](=[O:27])=[O:26].[OH-].[Na+]>C1COCC1>[Br:8][C:9]1[CH:14]=[C:13]([C:12]([O:15][CH3:16])=[CH:11][N:10]=1)[C:25]([OH:27])=[O:26] |f:2.3,5.6|. Procedure: N-BuLi (21.3 mL, 2.5 M in hexane, 53.2 mmol) was added dropwise to a solution of i-Pr2NH (5.9 g, 58.5 mmol) in THF (80 mL) at −78° C. The solution was stirred at 0° C. for 1 h. A solution of 2-bromo-5-methoxypyridine (10 g, 53.2 mmol) in THF (30 mL) was added dropwise to the LDA solution at −78° C. The mixture was stirred at −78° C. for 2 h and poured onto an excess of dry ice and allowed to warm to RT before being treated with NaOH (5% a.q., 100 mL). The mixture was washed with DCM and acidifie... The reactants are N1(CCOCC1)C=1N=C(NC(C1)=O)CC(=O)[O-].[Na+] (sodium [4-(morpholin-4-yl)-6-oxo-1,6-dihydropyrimidin-2-yl]acetate), NC1=CC=CC(=C1O)C (6-amino-2-methylphenol), Cl.CN(CCCN=C=NCC)C (N-[3-(dimethylamino)propyl]-N′-ethylcarbodiimide hydrochloride). The solvent is N1=CC=CC=C1 (pyridine), CN(C=O)C (N,N-dimethylformamide). The product is OC1=C(C=CC=C1C)NC(CC=1NC(C=C(N1)N1CCOCC1)=O)=O (N-(2-hydroxy-3-methyl phenyl)-2-[4-(morpholin-4-yl)-6-oxo-1,6-dihydropyrimidin-2-yl]acetamide). Isolated yield 83.4%. As a reaction SMILES: [N:1]1([C:7]2[N:8]=[C:9]([CH2:14][C:15]([O-:17])=O)[NH:10][C:11](=[O:13])[CH:12]=2)[CH2:6][CH2:5][O:4][CH2:3][CH2:2]1.[Na+].[NH2:19][C:20]1[C:25]([OH:26])=[C:24]([CH3:27])[CH:23]=[CH:22][CH:21]=1.Cl.CN(C)CCCN=C=NCC>N1C=CC=CC=1.CN(C)C=O>[OH:26][C:25]1[C:24]([CH3:27])=[CH:23][CH:22]=[CH:21][C:20]=1[NH:19][C:15](=[O:17])[CH2:14][C:9]1[NH:10][C:11](=[O:13])[CH:12]=[C:7]([N:1]2[CH2:2][CH2:3][O:4][CH2:5][CH2:6]2)[N:8]=1 |f:0.1,3.4|. Procedure: The product is prepared according to the procedure described in example 5, using 1 g of sodium [4-(morpholin-4-yl)-6-oxo-1,6-dihydropyrimidin-2-yl]acetate, 680 mg of 6-amino-2-methylphenol and 1.2 g of N-[3-(dimethylamino)propyl]-N′-ethylcarbodiimide hydrochloride in a mixture of 6 ml of pyridine and 8 ml of N,N-dimethylformamide. 1.1 g of N-(2-hydroxy-3-methyl phenyl)-2-[4-(morpholin-4-yl)-6-oxo-1,6-dihydropyrimidin-2-yl]acetamide are obtained in the form of a beige solid, the characteristics o... Reactants: C1(=CC=CC=C1)C(OC1CCN(CC1)CCCN)C1=CC=CC=C1 (4-(diphenylmethoxy)-1-piperidinepropanamine), ClC=1C=CC=2N(N1)N=C(N2)C(=O)OC(C)(C)C (tert-butyl (6-chloro[1,2,4]triazolo[1,5-b]pyridazin-2-yl)carboxylate), O (water). Solvent: N1=CC=CC=C1 (pyridine). Conditions: temperature 80 celsius, time 13.5 hour. Yields the product C1(=CC=CC=C1)C(OC1CCN(CC1)CCCNC=1C=CC=2N(N1)N=C(N2)C(=O)OC(C)(C)C)C2=CC=CC=C2 (tert-butyl [6-[3-[4-(diphenylmethoxy) piperidino]propylamino][1,2,4]triazolo[1,5-b]pyridazin-2-yl]carboxylate). Yield: 38.8%. RXN SMILES: [C:1]1([CH:7]([C:19]2[CH:24]=[CH:23][CH:22]=[CH:21][CH:20]=2)[O:8][CH:9]2[CH2:14][CH2:13][N:12]([CH2:15][CH2:16][CH2:17][NH2:18])[CH2:11][CH2:10]2)[CH:6]=[CH:5][CH:4]=[CH:3][CH:2]=1.Cl[C:26]1[CH:27]=[CH:28][C:29]2[N:30]([N:32]=[C:33]([C:35]([O:37][C:38]([CH3:41])([CH3:40])[CH3:39])=[O:36])[N:34]=2)[N:31]=1.O>N1C=CC=CC=1>[C:19]1([CH:7]([C:1]2[CH:2]=[CH:3][CH:4]=[CH:5][CH:6]=2)[O:8][CH:9]2[CH2:14][CH2:13][N:12]([CH2:15][CH2:16][CH2:17][NH:18][C:26]3[CH:27]=[CH:28][C:29]4[N:30]([N:32]=[C:33]([C:35]([O:37][C:38]([CH3:41])([CH3:40])[CH3:39])=[O:36])[N:34]=4)[N:31]=3)[CH2:11][CH2:10]2)[CH:24]=[CH:23][CH:22]=[CH:21][CH:20]=1. Reported procedure: 563 mg of 4-(diphenylmethoxy)-1-piperidinepropanamine and 442 mg of tert-butyl (6-chloro[1,2,4]triazolo[1,5-b]pyridazin-2-yl)carboxylate were dissolved in 5 ml of pyridine, followed by stirring at 80° C. for 13.5 hours. After cooling, water was added, followed by extraction with ethyl acetate; the extract was washed with saturated saline and dried with magnesium sulfate. The dry product was concentrated under reduced pressure; the residue was subjected to silica gel column chromatography and elu...